This data is from the Open Reaction Database (ORD), a public repository of structured organic reaction records. The task is: describe an organic reaction: reactants, conditions, products, and yield Reactants: NN (Hydrazine), ClC(=C(C#N)C#N)C(C)(C)C (3-Chloro-2-cyano-4,4-dimethyl-2-pentenenitrile). Solvent: C(C)O (ethanol), C(C)O (ethanol). Yields the product NC1=C(C(=NN1)C(C)(C)C)C#N (5-Amino-4-cyano-3-t-butylpyrazole). As a reaction SMILES: [NH2:1][NH2:2].Cl[C:4]([C:10]([CH3:13])([CH3:12])[CH3:11])=[C:5]([C:8]#[N:9])[C:6]#[N:7]>C(O)C>[NH2:7][C:6]1[NH:2][N:1]=[C:4]([C:10]([CH3:13])([CH3:12])[CH3:11])[C:5]=1[C:8]#[N:9]. Procedure details: Hydrazine (40 g) was dissolved in ethanol (100 ml) and was placed in a flask equipped with a condenser, a dropping funnel, a thermometer and a magnetic stirrer. A solution of the above pentenenitrile intermediate (b) (80 g) in ethanol (300 ml) was added with stirring at a rate that the temperature did not rise above 35° C. The reaction mixture was then gently refluxed for 90 minutes, the solvent was partially removed and the residue was treated with water. The product was filtered off and dried. The reactants are BrCCC1OC1 (2-(2-bromoethyl)oxirane), C([O-])([O-])=O.[K+].[K+] (potassium carbonate), Cl.CC1=C(C=CC=C1C)N1CCNCC1 (1-(2,3-dimethylphenyl)piperazine hydrochloride). Run in CC(=O)C (acetone). Reaction conditions: temperature 65 celsius, time 16 hour. Product: CC1=C(C=CC=C1C)N1CCN(CC1)CCC1OC1 (1-(2,3-dimethylphenyl)-4-(2-(oxiran-2-yl)ethyl)piperazine). Yield: 25.8%. As a reaction SMILES: Br[CH2:2][CH2:3][CH:4]1[CH2:6][O:5]1.C(=O)([O-])[O-].[K+].[K+].Cl.[CH3:14][C:15]1[C:20]([CH3:21])=[CH:19][CH:18]=[CH:17][C:16]=1[N:22]1[CH2:27][CH2:26][NH:25][CH2:24][CH2:23]1>CC(C)=O>[CH3:14][C:15]1[C:20]([CH3:21])=[CH:19][CH:18]=[CH:17][C:16]=1[N:22]1[CH2:23][CH2:24][N:25]([CH2:2][CH2:3][CH:4]2[CH2:6][O:5]2)[CH2:26][CH2:27]1 |f:1.2.3,4.5|. Reported procedure: To a mixture of 2-(2-bromoethyl)oxirane obtained in step 1 (0.70 g, 4.61 mmol) and potassium carbonate (1.91 g, 13.8 mmol) in acetone (10 ml), was added 1-(2,3-dimethylphenyl)piperazine hydrochloride (1.04 g, 4.61 mmol) at room temperature. The resulting reaction mixture was stirred at 65° C. for 16 hours. After the reaction complete, the reaction mixture thus obtained was filtered through a plug of Celite. The filtrate was concentrated under reduced pressure to obtain the title compound (0.31 g... Starting materials: O=C1CCC(=O)N1Br, ClC(Cl)(Cl)Cl, Cc1cccc(C(=O)O)c1. Yields the product O=C(O)c1cccc(CBr)c1. Reaction SMILES: [Br:11][N:12]1[C:13](=[O:14])[CH2:15][CH2:16][C:17]1=[O:18].[C:19]([Cl:20])([Cl:21])([Cl:22])[Cl:23].[CH3:1][c:2]1[cH:3][c:4]([C:5](=[O:6])[OH:7])[cH:8][cH:9][cH:10]1>>[CH2:1]([c:2]1[cH:3][c:4]([C:5](=[O:6])[OH:7])[cH:8][cH:9][cH:10]1)[Br:11]. The reactants are CC1CC2=C(CN1)SC(=N2)C(=O)[O-].[Li+] (lithium 6-methyl-4,5,6,7-tetrahydrothiazolo[5,4-c]pyridine-2-carboxylate), ClC=1C=C2C=CC(=CC2=CC1)S(=O)(=O)N1CC(NCC1)C(=O)OCC (1-[(6-chloronaphthalen-2-yl)sulfonyl]-3-[ethoxycarbonyl]piperazine). Yields the product ClC=1C=C2C=CC(=CC2=CC1)S(=O)(=O)N1CC(N(CC1)C(=O)C=1SC=2CNC(CC2N1)C)C(=O)OCC (4-[(6-Chloronaphthalen-2-yl)sulfonyl]-2-(ethoxycarbonyl)-1-[(6-methyl-4,5,6,7-tetrahydrothiazolo[5,4-c]pyridin-2-yl)carbonyl]piperazine). RXN SMILES: [CH3:1][CH:2]1[NH:7][CH2:6][C:5]2[S:8][C:9]([C:11]([O-:13])=O)=[N:10][C:4]=2[CH2:3]1.[Li+].[Cl:15][C:16]1[CH:17]=[C:18]2[C:23](=[CH:24][CH:25]=1)[CH:22]=[C:21]([S:26]([N:29]1[CH2:34][CH2:33][NH:32][CH:31]([C:35]([O:37][CH2:38][CH3:39])=[O:36])[CH2:30]1)(=[O:28])=[O:27])[CH:20]=[CH:19]2>>[Cl:15][C:16]1[CH:17]=[C:18]2[C:23](=[CH:24][CH:25]=1)[CH:22]=[C:21]([S:26]([N:29]1[CH2:34][CH2:33][N:32]([C:11]([C:9]3[S:8][C:5]4[CH2:6][NH:7][CH:2]([CH3:1])[CH2:3][C:4]=4[N:10]=3)=[O:13])[CH:31]([C:35]([O:37][CH2:38][CH3:39])=[O:36])[CH2:30]1)(=[O:27])=[O:28])[CH:20]=[CH:19]2 |f:0.1|. Procedure details: Starting materials: lithium 6-methyl-4,5,6,7-tetrahydrothiazolo[5,4-c]pyridine-2-carboxylate, 1-[(6-chloronaphthalen-2-yl)sulfonyl]-3-[ethoxycarbonyl]piperazine